This data is from the Open Reaction Database (ORD), a public repository of structured organic reaction records. The task is: describe an organic reaction: reactants, conditions, products, and yield Starting materials: COC(=O)ON(C(=O)NC1=CC=CC=C1)CC1=CC=C(C=C1)OCCC=1N=C(OC1C)C1=CC=CC=C1 (N-(methoxycarbonyloxy)-N-(phenylaminocarbonyl)-4-[2-(5-methyl-2-phenyl-4-oxazolyl)ethoxy]benzylamine), C1(=CC=CC=C1)N(C(=O)N)O (phenyl-hydroxyurea). Product: CC(C)NC(=O)N(OC(=O)OC)CC1=CC=C(C=C1)OCCC=1N=C(OC1C)C1=CC=CC=C1 (N-[(1-methylethyl)aminocarbonyl]-N-(methoxycarbonyloxy)-4-[2-(5-methyl-2-phenyl-4-oxazolyl)ethoxy]benzylamine). RXN SMILES: [CH3:1][O:2][C:3]([O:5][N:6]([CH2:16][C:17]1[CH:22]=[CH:21][C:20]([O:23][CH2:24][CH2:25][C:26]2[N:27]=[C:28]([C:32]3[CH:37]=[CH:36][CH:35]=[CH:34][CH:33]=3)[O:29][C:30]=2[CH3:31])=[CH:19][CH:18]=1)[C:7]([NH:9][C:10]1[CH:15]=CC=C[CH:11]=1)=[O:8])=[O:4].C1(N(O)C(N)=O)C=CC=CC=1>>[CH3:15][CH:10]([NH:9][C:7]([N:6]([CH2:16][C:17]1[CH:22]=[CH:21][C:20]([O:23][CH2:24][CH2:25][C:26]2[N:27]=[C:28]([C:32]3[CH:33]=[CH:34][CH:35]=[CH:36][CH:37]=3)[O:29][C:30]=2[CH3:31])=[CH:19][CH:18]=1)[O:5][C:3]([O:2][CH3:1])=[O:4])=[O:8])[CH3:11]. Procedure details: By the same method, N-(methoxycarbonyloxy)-N-(phenylaminocarbonyl)-4-[2-(5-methyl-2-phenyl-4-oxazolyl)ethoxy]benzylamine is prepared from the corresponding phenyl-hydroxyurea of Preparation J. Reactants: CCOC(=O)c1cc(Oc2ccc3c(C(=O)Nc4cccc(C(F)(F)F)c4)cccc3c2)ncn1, C1CCOC1, CC(C)N, O. The product is CC(C)NC(=O)c1cc(Oc2ccc3c(C(=O)Nc4cccc(C(F)(F)F)c4)cccc3c2)ncn1. Reaction SMILES: [CH2:1]([O:3][C:4](=[O:2])[c:6]1[n:7][cH:8][n:9][c:10]([O:12][c:13]2[cH:14][c:15]3[cH:16][cH:17][cH:18][c:19]([C:23]([NH:24][c:25]4[cH:26][c:27]([C:31]([F:32])([F:33])[F:34])[cH:28][cH:29][cH:30]4)=[O:35])[c:20]3[cH:21][cH:22]2)[cH:11]1)[CH3:5].[CH2:41]1[O:42][CH2:43][CH2:44][CH2:45]1.[CH3:37][CH:38]([CH3:39])[NH2:40].[OH2:36]>>[O:3]=[C:4]([c:6]1[n:7][cH:8][n:9][c:10]([O:12][c:13]2[cH:14][c:15]3[cH:16][cH:17][cH:18][c:19]([C:23]([NH:24][c:25]4[cH:26][c:27]([C:31]([F:32])([F:33])[F:34])[cH:28][cH:29][cH:30]4)=[O:35])[c:20]3[cH:21][cH:22]2)[cH:11]1)[NH:40][CH:38]([CH3:37])[CH3:39].